Dataset: the Open Reaction Database (ORD), a public repository of structured organic reaction records. Task: describe an organic reaction: reactants, conditions, products, and yield The reactants are ClC1=C(C(=NC=C1)NC(OC(C)(C)C)=O)I (tert-butyl 4-chloro-3-iodopyridin-2-ylcarbamate). Run in Br (HBr). Conditions: temperature 100 celsius, time 1 hour. Product: ClC1=C(C(=NC=C1)N)I (4-Chloro-3-iodopyridin-2-amine). RXN SMILES: [Cl:1][C:2]1[CH:7]=[CH:6][N:5]=[C:4]([NH:8]C(=O)OC(C)(C)C)[C:3]=1[I:16]>Br>[Cl:1][C:2]1[CH:7]=[CH:6][N:5]=[C:4]([NH2:8])[C:3]=1[I:16]. Procedure details: The solution of tert-butyl 4-chloro-3-iodopyridin-2-ylcarbamate (3.2 g, 9 mmol) in HBr (48%, 15 mL) was allowed to stir at 100° C. for 1 h. The reaction mixture was concentrated and the resulting residue was neutralized with aqueous Na2CO3, extracted with EtOAc (2×25 mL), dried over Na2SO4, filtered and concentrated to used in next step directly without further purification. LC/MS m/z=255.19 [M+H]+ The reactants are C=CCOC(=O)Cc1cccc(OC(C)(C)C(=O)OCC)c1, C1CCNCC1, C1CCOC1, c1ccc(P(c2ccccc2)c2ccccc2)cc1, c1ccc(P(c2ccccc2)(c2ccccc2)[Pd](P(c2ccccc2)(c2ccccc2)c2ccccc2)(P(c2ccccc2)(c2ccccc2)c2ccccc2)P(c2ccccc2)(c2ccccc2)c2ccccc2)cc1. Product: CCOC(=O)C(C)(C)Oc1cccc(CC(=O)O)c1. As a reaction SMILES: [CH2:1]([CH:2]=[CH2:3])[O:4][C:5](=[O:6])[CH2:7][c:8]1[cH:9][c:10]([O:11][C:12]([C:13](=[O:14])[O:15][CH2:16][CH3:17])([CH3:18])[CH3:19])[cH:20][cH:21][cH:22]1.[CH2:42]1[CH2:43][CH2:44][NH:45][CH2:46][CH2:47]1.[O:48]1[CH2:49][CH2:50][CH2:51][CH2:52]1.[c:23]1([P:24]([c:25]2[cH:26][cH:27][cH:28][cH:29][cH:30]2)[c:31]2[cH:32][cH:33][cH:34][cH:35][cH:36]2)[cH:37][cH:38][cH:39][cH:40][cH:41]1.[cH:53]1[cH:54][cH:55][c:56]([P:57]([Pd:58]([P:59]([c:60]2[cH:61][cH:62][cH:63][cH:64][cH:65]2)([c:66]2[cH:67][cH:68][cH:69][cH:70][cH:71]2)[c:72]2[cH:73][cH:74][cH:75][cH:76][cH:77]2)([P:78]([c:79]2[cH:80][cH:81][cH:82][cH:83][cH:84]2)([c:85]2[cH:86][cH:87][cH:88][cH:89][cH:90]2)[c:91]2[cH:92][cH:93][cH:94][cH:95][cH:96]2)[P:97]([c:98]2[cH:99][cH:100][cH:101][cH:102][cH:103]2)([c:104]2[cH:105][cH:106][cH:107][cH:108][cH:109]2)[c:110]2[cH:111][cH:112][cH:113][cH:114][cH:115]2)([c:116]2[cH:117][cH:118][cH:119][cH:120][cH:121]2)[c:122]2[cH:123][cH:124][cH:125][cH:126][cH:127]2)[cH:128][cH:129]1>>[O:4]=[C:5]([OH:6])[CH2:7][c:8]1[cH:9][c:10]([O:11][C:12]([C:13](=[O:14])[O:15][CH2:16][CH3:17])([CH3:18])[CH3:19])[cH:20][cH:21][cH:22]1.